This data is from the Open Reaction Database (ORD), a public repository of structured organic reaction records. The task is: describe an organic reaction: reactants, conditions, products, and yield Starting materials: BrC=1C(=CC(=C(C1)S(=O)(=O)N1C2=C(CCCC1)C=CC=C2)OC)Cl (1-(5-bromo-4-chloro-2-methoxy-benzenesulfonyl)-2,3,4,5-tetrahydro-1H-benzo[b]azepine), B(Br)(Br)Br (BBr3). Solvent: C(Cl)Cl (DCM). Run at time 4 hour. The product is BrC1=CC(=C(C=C1Cl)O)S(=O)(=O)N1C2=C(CCCC1)C=CC=C2 (4-bromo-5-chloro-2-(2,3,4,5-tetrahydro-benzo[b]azepine-1-sulfonyl)-phenol). The yield is 91.2%. Reaction SMILES: [Br:1][C:2]1[C:3]([Cl:24])=[CH:4][C:5]([O:22]C)=[C:6]([S:8]([N:11]2[CH2:17][CH2:16][CH2:15][CH2:14][C:13]3[CH:18]=[CH:19][CH:20]=[CH:21][C:12]2=3)(=[O:10])=[O:9])[CH:7]=1.B(Br)(Br)Br>C(Cl)Cl>[Br:1][C:2]1[C:3]([Cl:24])=[CH:4][C:5]([OH:22])=[C:6]([S:8]([N:11]2[CH2:17][CH2:16][CH2:15][CH2:14][C:13]3[CH:18]=[CH:19][CH:20]=[CH:21][C:12]2=3)(=[O:10])=[O:9])[CH:7]=1. Reported procedure: To a solution of DCM (25.0 mL) containing 1-(5-bromo-4-chloro-2-methoxy-benzenesulfonyl)-2,3,4,5-tetrahydro-1H-benzo[b]azepine (2.15 g, 5 mmol) at −78° C. was added BBr3 (12.5 mL, 1M in DCM, 12.5 mmol) dropwise. The mixture was gradually warmed to rt while it was stirred for 4 hrs. The mixture was concentrated and partitioned between ethyl acetate (100 mL) and sat. NaHCO3 solution (100 mL). The organic layer was further washed with brine (2×50 mL), dried over MgSO4, and evaporated. The purificat... Starting materials: [O-]CC.[Na+] (sodium ethoxide), COC1=CC=C(C=C1)C#C (1-(4-methoxyphenyl)acetylene), C1(=CC=CC=C1)C (toluene), BrC=1SC(=CC1)C#N (2-bromo-5-cyanothiophene), resultant mixture. Run in O (water). Run at time 2 hour. Product: COC1=CC=C(C=C1)C#CC1=CC=C(S1)C#N (1-(4-methoxyphenyl)-2-(2-cyanothiophen-5-yl)acetylene). Isolated yield 33.7%. Reaction SMILES: [O-]CC.[Na+].[CH3:5][O:6][C:7]1[CH:12]=[CH:11][C:10]([C:13]#[CH:14])=[CH:9][CH:8]=1.C1(C)C=CC=CC=1.Br[C:23]1[S:24][C:25]([C:28]#[N:29])=[CH:26][CH:27]=1>O>[CH3:5][O:6][C:7]1[CH:12]=[CH:11][C:10]([C:13]#[C:14][C:23]2[S:24][C:25]([C:28]#[N:29])=[CH:26][CH:27]=2)=[CH:9][CH:8]=1 |f:0.1|. Reported procedure: A mixture of sodium ethoxide (0.7 g), 1-(4-methoxyphenyl)acetylene (0.5 g), and toluene (40 cm3) is stirred for 2 h, 2-bromo-5-cyanothiophene (0.7 g), is added and the resultant mixture heated under reflux for 3 h. The reaction mixture is poured into water (500 cm3) and the organic layer separated off. The aqueous layer is then extracted with toluene (2×50 cm3). The combined organic layers are washed with water (2×200 cm3), dried (MgSO4), filtered and then evaporated down. The residue is purifie... Starting materials: C(C)OC(C(C)(C)OC1=CC(=CC=C1)N)=O (2-(3-Amino-phenoxy)-2-methyl-propionic acid ethyl ester), C1(=CC=CC=C1)C (Toluene), C(C)(=O)CC(C)=O (acetylacetone). Yields the product C(C)OC(C(C)(C)OC1=CC(=CC=C1)N1C(=CC=C1C)C)=O (2-[3-(2,5-Dimethyl-pyrrol-1-yl)-phenoxy]-2-methyl-propionic acid ethyl ester). The yield is 71.0%. RXN SMILES: [CH2:1]([O:3][C:4](=[O:16])[C:5]([O:8][C:9]1[CH:14]=[CH:13][CH:12]=[C:11]([NH2:15])[CH:10]=1)([CH3:7])[CH3:6])[CH3:2].C(CC(=O)C)(=O)C.[C:24]1(C)[CH:29]=[CH:28][CH:27]=[CH:26][CH:25]=1>>[CH2:1]([O:3][C:4](=[O:16])[C:5]([O:8][C:9]1[CH:14]=[CH:13][CH:12]=[C:11]([N:15]2[C:26]([CH3:27])=[CH:25][CH:24]=[C:29]2[CH3:28])[CH:10]=1)([CH3:7])[CH3:6])[CH3:2]. Procedure: 2-(3-Amino-phenoxy)-2-methyl-propionic acid ethyl ester (0.52 g, 2.36 mmol) was dissolved in Toluene (2 ml) and acetylacetone (0.53 m, 4.4 mmol) was added to the solution. The resulting mixture was refluxed for 6 h with a Dean-Stack apparatus. The reaction mixture was cooled to room temperature and concentrated under reduced pressure. The crude material thus obtained was purified by flash column affording 2-[3-(2,5-Dimethyl-pyrrol-1-yl)-phenoxy]-2-methyl-propionic acid ethyl ester (0.5 g, 71%). ...